This data is from the Open Reaction Database (ORD), a public repository of structured organic reaction records. The task is: describe an organic reaction: reactants, conditions, products, and yield Reactants: BrCCl (bromochloromethane), COC(=O)[C@H]1OC2=C(C=C1)C=C(C=C2)F ((S)-6-Fluoro-1-benzopyran-2-carboxylic acid methyl ester), [Li]CCCC (n-BuLi), CCCCCC (hexane). The solvent is C1CCOC1 (THF), C(C)(=O)O (acetic acid), O (water). The product is ClCC(=O)[C@H]1OC2=C(C=C1)C=C(C=C2)F (2-chloro-1-((S)-6-fluoro-1-benzopyran-2-yl)-ethanone). The yield is 116.7%. RXN SMILES: Br[CH2:2][Cl:3].C[O:5][C:6]([C@@H:8]1[CH:13]=[CH:12][C:11]2[CH:14]=[C:15]([F:18])[CH:16]=[CH:17][C:10]=2[O:9]1)=O.[Li]CCCC.CCCCCC>C1COCC1.O.C(O)(=O)C>[Cl:3][CH2:2][C:6]([C@@H:8]1[CH:13]=[CH:12][C:11]2[CH:14]=[C:15]([F:18])[CH:16]=[CH:17][C:10]=2[O:9]1)=[O:5]. Reported procedure: 2.5 g of bromochloromethane (18.8 mmol) were added at room temperature to a solution of 2.0 g of crude (S)-6-Fluoro-1-benzopyran-2-carboxylic acid methyl ester, obtained after separation of the corresponding racemic mixture on a chiral chromatography column (9.4 mmol, 87.9% A, ee>99%), in 40 ml THF. The solution was then cooled to −80/−85° C. and 7.7 ml of 2.5 M n-BuLi in hexane (19 mmol) were slowly added to maintain the internal temperature between −75° C. and −80° C. The reaction progress was... Reactants: [Li]CCCC, C1CCOC1, CSc1ccc(C=O)cc1, Clc1nc(N2CCOCC2)c2sccc2n1, O. The product is CSc1ccc(C(O)c2cc3nc(Cl)nc(N4CCOCC4)c3s2)cc1. Reaction SMILES: [CH2:17]([Li:18])[CH2:19][CH2:20][CH3:21].[CH2:33]1[O:34][CH2:35][CH2:36][CH2:37]1.[CH3:22][S:23][c:24]1[cH:25][cH:26][c:27]([CH:28]=[O:29])[cH:30][cH:31]1.[Cl:1][c:2]1[n:3][c:4]([N:11]2[CH2:12][CH2:13][O:14][CH2:15][CH2:16]2)[c:5]2[c:6]([n:7]1)[cH:8][cH:9][s:10]2.[OH2:32]>>[Cl:1][c:2]1[n:3][c:4]([N:11]2[CH2:12][CH2:13][O:14][CH2:15][CH2:16]2)[c:5]2[c:6]([n:7]1)[cH:8][c:9]([CH:28]([c:27]1[cH:26][cH:25][c:24]([S:23][CH3:22])[cH:31][cH:30]1)[OH:29])[s:10]2. Starting materials: CC1=NN=C(S1)NCC1=CC=CC=C1 (N-(5-Methyl-1,3,4-thiadiazol-2-yl)-benzylamine), C1(=CC=CC=C1)CC(=O)Cl (phenylacetyl chloride). The solvent is N1=CC=CC=C1 (pyridine). Yields the product C1(=CC=CC=C1)CN(C(CC1=CC=CC=C1)=O)C=1SC(=NN1)C (N-Phenylmethyl-N-(5-Methyl-1,3,4-thiadiazol-2-yl)-benzene acetamide). Reaction SMILES: [CH3:1][C:2]1[S:6][C:5]([NH:7][CH2:8][C:9]2[CH:14]=[CH:13][CH:12]=[CH:11][CH:10]=2)=[N:4][N:3]=1.[C:15]1([CH2:21][C:22](Cl)=[O:23])[CH:20]=[CH:19][CH:18]=[CH:17][CH:16]=1>N1C=CC=CC=1>[C:9]1([CH2:8][N:7]([C:5]2[S:6][C:2]([CH3:1])=[N:3][N:4]=2)[C:22](=[O:23])[CH2:21][C:15]2[CH:20]=[CH:19][CH:18]=[CH:17][CH:16]=2)[CH:14]=[CH:13][CH:12]=[CH:11][CH:10]=1. Reported procedure: N-(5-Methyl-1,3,4-thiadiazol-2-yl)-benzylamine (15 g, 0.073 mole) in pyridine (200 ml) was refluxed with phenylacetyl chloride for 6 hours. The pyridine was removed under educed pressure and the residue treated with water and extracted with ether. The ethereal solution was dried, filtered and evaporated to dryness and the residue recrystallised from ethanol to give the title compound, m.p. 128° C. Reactants: [OH-].[Na+] (NaOH), N(C(=O)C)C=1C=C2C=C(NC2=CC1)C(=O)OCC (Ethyl 5-acetaminoindole-2-carboxylate). Solvent: CO (methanol). Run at time 8 hour. Yields the product N(C(=O)C)C=1C=C2C=C(NC2=CC1)C(=O)O (5-Acetaminoindole-2-carboxylic acid). The yield is 71.0%. RXN SMILES: [OH-].[Na+].[NH:3]([C:7]1[CH:8]=[C:9]2[C:13](=[CH:14][CH:15]=1)[NH:12][C:11]([C:16]([O:18]CC)=[O:17])=[CH:10]2)[C:4]([CH3:6])=[O:5]>CO>[NH:3]([C:7]1[CH:8]=[C:9]2[C:13](=[CH:14][CH:15]=1)[NH:12][C:11]([C:16]([OH:18])=[O:17])=[CH:10]2)[C:4]([CH3:6])=[O:5] |f:0.1|. Procedure details: 3N NaOH (2 mL) was added to a solution of 3 (250 mg, 1.02 mmol) in methanol (7 mL) and the reaction mixture was stirred overnight at room temperature. The reaction mixture was evaporated and water (5 mL) was added. The solution was neutralized to pH 2 using 20% HCl and the precipitate was filtered and washed with water. 4 was obtained as a grey powder (158 mg, 71% yield), mp: 260° C. (dec). 1H NMR (DMSO-d6, ppm): 11.62 (s, 1 H, NH), 9.77 (s, 1 H, NH), 7.98-7.97 (d, 1 H, J=1.4 Hz, Ar--H), 7.36-7.... Reaction SMILES: [Cl:1][C:2]1[CH:3]=[CH:4][C:5]([F:19])=[C:6]([C:8]2[NH:17][C:16](=O)[C:15]3[C:10](=[N:11][CH:12]=[CH:13][N:14]=3)[N:9]=2)[CH:7]=1.[NH2:20][C:21]1[CH:26]=[CH:25][N:24]=[CH:23][C:22]=1[CH3:27].C(N(C1C=CN=CC=1)C1C2C(=NC=CN=2)N=C(C2C=C(Br)C=CC=2F)N=1)CCC>>[Cl:1][C:2]1[CH:3]=[CH:4][C:5]([F:19])=[C:6]([C:8]2[N:17]=[C:16]([NH:20][C:21]3[CH:26]=[CH:25][N:24]=[CH:23][C:22]=3[CH3:27])[C:15]3[C:10](=[N:11][CH:12]=[CH:13][N:14]=3)[N:9]=2)[CH:7]=1. Yields the product ClC=1C=CC(=C(C1)C1=NC2=NC=CN=C2C(=N1)NC1=C(C=NC=C1)C)F (2-(5-chloro-2-fluorophenyl)-4-(3-methyl-4-pyridylamino)pteridine). Starting materials: ClC=1C=CC(=C(C1)C1=NC2=NC=CN=C2C(N1)=O)F (2-(5-chloro-2-fluorophenyl)-pteridin-4-one), NC1=C(C=NC=C1)C (4-amino-3-methylpyridine), C(CCC)N(C1=NC(=NC2=NC=CN=C12)C1=C(C=CC(=C1)Br)F)C1=CC=NC=C1 (4-[(butyl)(4-pyridyl)amino]-2-(5-bromo-2-fluorophenyl)pteridine). Procedure: The title product was synthesized by reaction of the 2-(5-chloro-2-fluorophenyl)-pteridin-4-one with 4-amino-3-methylpyridine following the procedure described for 4-[(butyl)(4-pyridyl)amino]-2-(5-bromo-2-fluorophenyl)pteridine 3. Reactants: FC(C1=CC(=C(C=C1)N)N)(F)F (4-(trifluoromethyl)-1,2-phenylenediamine), Cl (hydrochloric acid), C(=O)O (formic acid), [OH-].[NH4+] (ammonium hydroxide). The product is FC(C1=CC2=C(NC=N2)C=C1)(F)F (5-trifluoromethyl-1H-benzimidazole). Reaction SMILES: [F:1][C:2]([F:12])([F:11])[C:3]1[CH:8]=[CH:7][C:6]([NH2:9])=[C:5]([NH2:10])[CH:4]=1.Cl.[OH-].[NH4+].[CH:16](O)=O>>[F:1][C:2]([F:11])([F:12])[C:3]1[CH:8]=[CH:7][C:6]2[NH:9][CH:16]=[N:10][C:5]=2[CH:4]=1 |f:2.3|. Reported procedure: A mixture of 4-(trifluoromethyl)-1,2-phenylenediamine (3.0 g), formic acid (1.3 mL), and hydrochloric acid (4 M, 17 mL) was heated to reflux for 45 minutes. The mixture was allowed to cool to room temperature and neutralized with concentrated ammonium hydroxide. The aqueous layer was decanted off to give 5-trifluoromethyl-1H-benzimidazole (2.56 g) as a black solid. ESI-MS (m/z) 187 [M+H]+. Reactants: CC(C)(C)OOC(C)(C)C, CC(C)(C)OO, CCCCCCOc1ccc(C(=O)O)cc1, CN(C)c1ccccn1, C(=NC1CCCCC1)=NC1CCCCC1, ClCCl, CCCCCCCCOc1ccc(O)c(F)c1F, CCCCCC(F)C(F)COc1ccccc1, [Li], [Li]CCCC. The product is CCCCCCCCOc1ccc(OC(=O)c2ccc(OCCCCCC)cc2)c(F)c1F. RXN SMILES: [C:61]([O:62][O:63][C:64]([CH3:65])([CH3:66])[CH3:67])([CH3:68])([CH3:69])[CH3:70].[C:72]([O:73][OH:74])([CH3:75])([CH3:76])[CH3:77].[CH2:1]([CH2:2][CH2:3][CH2:4][CH2:5][CH3:6])[O:7][c:8]1[cH:9][cH:10][c:11]([C:12](=[O:13])[OH:14])[cH:15][cH:16]1.[CH3:17][N:18]([c:19]1[cH:20][cH:21][cH:22][cH:23][n:24]1)[CH3:25].[CH:83]1([N:84]=[C:85]=[N:86][CH:87]2[CH2:88][CH2:89][CH2:90][CH2:91][CH2:92]2)[CH2:93][CH2:94][CH2:95][CH2:96][CH2:97]1.[Cl:98][CH2:99][Cl:100].[F:26][c:27]1[c:28]([OH:43])[cH:29][cH:30][c:31]([O:34][CH2:35][CH2:36][CH2:37][CH2:38][CH2:39][CH2:40][CH2:41][CH3:42])[c:32]1[F:33].[F:44][CH:45]([CH:46]([F:47])[CH2:48][CH2:49][CH2:50][CH2:51][CH3:52])[CH2:53][O:54][c:55]1[cH:56][cH:57][cH:58][cH:59][cH:60]1.[Li:71].[Li:78][CH2:79][CH2:80][CH2:81][CH3:82]>>[CH2:1]([CH2:2][CH2:3][CH2:4][CH2:5][CH3:6])[O:7][c:8]1[cH:9][cH:10][c:11]([C:12](=[O:13])[O:14][c:28]2[c:27]([F:26])[c:32]([F:33])[c:31]([O:34][CH2:35][CH2:36][CH2:37][CH2:38][CH2:39][CH2:40][CH2:41][CH3:42])[cH:30][cH:29]2)[cH:15][cH:16]1.